This data is from the Open Reaction Database (ORD), a public repository of structured organic reaction records. The task is: describe an organic reaction: reactants, conditions, products, and yield Reactants: CCCCOCCOc1ccc(-c2ccc3c(c2)C=C(C(=O)Nc2ccc(SCc4nccn4CCC)cc2)CCCN3CC(C)C)cc1, CSC, O=C(OO)c1cccc(Cl)c1, ClCCl, O. Product: CCCCOCCOc1ccc(-c2ccc3c(c2)C=C(C(=O)Nc2ccc(S(=O)Cc4nccn4CCC)cc2)CCCN3CC(C)C)cc1. Reaction SMILES: [CH2:1]([CH2:2][CH2:3][CH3:4])[O:5][CH2:6][CH2:7][O:8][c:9]1[cH:10][cH:11][c:12](-[c:15]2[cH:16][cH:17][c:18]3[c:19]([cH:49]2)[CH:20]=[C:21]([C:30](=[O:31])[NH:32][c:33]2[cH:34][cH:35][c:36]([S:39][CH2:40][c:41]4[n:42]([CH2:46][CH2:47][CH3:48])[cH:43][cH:44][n:45]4)[cH:37][cH:38]2)[CH2:22][CH2:23][CH2:24][N:25]3[CH2:26][CH:27]([CH3:28])[CH3:29])[cH:13][cH:14]1.[CH3:61][S:62][CH3:63].[Cl:50][c:51]1[cH:52][cH:53][cH:54][c:55]([C:56]([O:57][OH:59])=[O:58])[cH:60]1.[Cl:65][CH2:66][Cl:67].[OH2:64]>>[CH2:1]([CH2:2][CH2:3][CH3:4])[O:5][CH2:6][CH2:7][O:8][c:9]1[cH:10][cH:11][c:12](-[c:15]2[cH:16][cH:17][c:18]3[c:19]([cH:49]2)[CH:20]=[C:21]([C:30](=[O:31])[NH:32][c:33]2[cH:34][cH:35][c:36]([S:39]([CH2:40][c:41]4[n:42]([CH2:46][CH2:47][CH3:48])[cH:43][cH:44][n:45]4)=[O:58])[cH:37][cH:38]2)[CH2:22][CH2:23][CH2:24][N:25]3[CH2:26][CH:27]([CH3:28])[CH3:29])[cH:13][cH:14]1. The reactants are Cl (hydrochloric acid), O[C@H]1[C@@H](CCC1)SCC(=O)O (trans-[(2-Hydroxycyclopentyl)thio]acetic acid), [Cl-].[Na+] (sodium chloride). The solvent is O (water). Run at time 20 hour. The product is Cl[C@H]1[C@@H](CCC1)SCC(=O)O (trans[(2-Chlorocyclopentyl)thio]acetic acid). As a reaction SMILES: [ClH:1].O[C@@H:3]1[CH2:7][CH2:6][CH2:5][C@H:4]1[S:8][CH2:9][C:10]([OH:12])=[O:11].[Cl-].[Na+]>O>[Cl:1][C@@H:3]1[CH2:7][CH2:6][CH2:5][C@H:4]1[S:8][CH2:9][C:10]([OH:12])=[O:11] |f:2.3|. Reported procedure: Concentrated hydrochloric acid (50 ml) was added to the product of Example 3 (8.4 g) and stirred for 20 hours at room temperature. The reaction mixture was poured into a solution of water (50 ml) containing sodium chloride and extracted three times with 75 ml of diethyl ether. The combined diethyl ether extracts were dried over anhydrous magnesium sulfate, filtered and concentrated to an oil with a rotary evaporator. The product was purified by silica gel chromatography, and the structure was su... Reactants: 96, ClC1=CC=C(CNC(=O)C=2C=NC3=C(C=C(C=C3C2O)C#CC(C)O)F)C=C1 (N-(4-chlorobenzyl)-8-fluoro-4-hydroxy-6-(3-hydroxy-1-butynyl)-3-quinolinecarboxamide), C#C (acetylene), CO (MeOH). Reagents/catalysts: [Pd] (Pd/C). Solvent: C(Cl)Cl (CH2Cl2). Conditions: time 1 hour. Yields the product ClC1=CC=C(CNC(=O)C=2C=NC3=C(C=C(C=C3C2O)CCC(C)O)F)C=C1 (N-(4-Chlorobenzyl)-8-fluoro-4-hydroxy-6-(3-hydroxybutyl)-3-quinolinecarboxamide). The yield is 71.0%. RXN SMILES: [Cl:1][C:2]1[CH:28]=[CH:27][C:5]([CH2:6][NH:7][C:8]([C:10]2[CH:11]=[N:12][C:13]3[C:18]([C:19]=2[OH:20])=[CH:17][C:16]([C:21]#[C:22][CH:23]([OH:25])[CH3:24])=[CH:15][C:14]=3[F:26])=[O:9])=[CH:4][CH:3]=1.CO.C#C>C(Cl)Cl.[Pd]>[Cl:1][C:2]1[CH:3]=[CH:4][C:5]([CH2:6][NH:7][C:8]([C:10]2[CH:11]=[N:12][C:13]3[C:18]([C:19]=2[OH:20])=[CH:17][C:16]([CH2:21][CH2:22][CH:23]([OH:25])[CH3:24])=[CH:15][C:14]=3[F:26])=[O:9])=[CH:27][CH:28]=1. Reported procedure: A mixture of N-(4-chlorobenzyl)-8-fluoro-4-hydroxy-6-(3-hydroxy-1-butynyl)-3-quinolinecarboxamide from Example No. 96 (173.7 mg) and Pd/C (10%, 34.7 mg) was dissolved in 3:1 CH2Cl2 :MeOH. The reaction mixture was placed under the Parr hydrogenator and monitored with the OAMS for complete reduction of the acetylene. The reaction was completed in 1 hr and filtered over celite to remove the palladium. The filtrate was condensed to obtain a yellow solid. The crude product was recrystallized with EtO... Reaction SMILES: [Br-:26].[Br:1][c:2]1[cH:3][cH:4][c:5]([C:8]([CH3:9])=[O:10])[cH:6][cH:7]1.[C:20](=[O:21])([O-:22])[O-:23].[CH3:27][N:28]1[CH2:29][CH2:30][CH2:31][C:32]1=[O:33].[Cu:34].[K+:24].[K+:25].[n:11]1[cH:12][nH:13][c:14]2[c:15]1[cH:16][cH:17][cH:18][cH:19]2>>[c:2]1(-[n:11]2[cH:12][n:13][c:14]3[c:15]2[cH:16][cH:17][cH:18][cH:19]3)[cH:3][cH:4][c:5]([C:8]([CH3:9])=[O:10])[cH:6][cH:7]1. The reactants are [Br-], CC(=O)c1ccc(Br)cc1, O=C([O-])[O-], CN1CCCC1=O, [Cu], [K+], [K+], c1ccc2[nH]cnc2c1. The product is CC(=O)c1ccc(-n2cnc3ccccc32)cc1. The reactants are COC(CN(C)C(=O)CCl)OC, CCOCC, OCCO, Cc1ccc(S(=O)(=O)O)cc1. Yields the product CN(CC1OCCO1)C(=O)CCl. RXN SMILES: [CH3:1][N:2]([C:3]([CH2:4][Cl:5])=[O:6])[CH2:7][CH:8]([O:9][CH3:10])[O:11][CH3:12].[CH3:28][CH2:29][O:30][CH2:31][CH3:32].[OH:13][CH2:14][CH2:15][OH:16].[c:17]1([CH3:18])[cH:19][cH:20][c:21]([S:22]([OH:23])(=[O:24])=[O:25])[cH:26][cH:27]1>>[CH3:1][N:2]([C:3]([CH2:4][Cl:5])=[O:6])[CH2:7][CH:8]1[O:9][CH2:10][CH2:12][O:11]1. The reactants are [BH4-].[Na+] (sodium borohydride), FC=1C=C(C=CC1F)C(C(C(=O)OCC)CC1=CC=C(C=C1)C(F)(F)F)=O (ethyl 3-(3,4-difluorophenyl)-3-oxo-2-((4-(trifluoromethyl)phenyl)methyl)propionate), Cl (Hydrochloric acid). The reagents and catalysts are [Cl-].[Zn+2].[Cl-] (zinc chloride). Solvent: C(C)OCC (diethyl ether), C(C)OCC (diethyl ether). Conditions: time 30 minute. The product is FC=1C=C(C=CC1F)C(C(C(=O)OCC)CC1=CC=C(C=C1)C(F)(F)F)O (ethyl (2RS,3RS)-3-(3,4-difluorophenyl)-3-hydroxy-2-((4-(trifluoromethyl)phenyl)methyl)propionate). Isolated yield 97.8%. As a reaction SMILES: [BH4-].[Na+].[F:3][C:4]1[CH:5]=[C:6]([C:11](=[O:29])[CH:12]([CH2:18][C:19]2[CH:24]=[CH:23][C:22]([C:25]([F:28])([F:27])[F:26])=[CH:21][CH:20]=2)[C:13]([O:15][CH2:16][CH3:17])=[O:14])[CH:7]=[CH:8][C:9]=1[F:10].Cl>C(OCC)C.[Cl-].[Zn+2].[Cl-]>[F:3][C:4]1[CH:5]=[C:6]([CH:11]([OH:29])[CH:12]([CH2:18][C:19]2[CH:20]=[CH:21][C:22]([C:25]([F:26])([F:27])[F:28])=[CH:23][CH:24]=2)[C:13]([O:15][CH2:16][CH3:17])=[O:14])[CH:7]=[CH:8][C:9]=1[F:10] |f:0.1,5.6.7|. Procedure details: To a solution of zinc chloride (7.06 g, 51.8 mmol) in diethyl ether. (100 ml) was added sodium borohydride (3.92 g, 103.5 mmol) and the mixture was stirred at room temperature for 30 min. The insoluble material was filtered off. To the filtrate was added a solution of ethyl 3-(3,4-difluorophenyl)-3-oxo-2-((4-(trifluoromethyl)phenyl)methyl)propionate (10 g, 25.9 mmol) in diethyl ether (50 ml) and the mixture was stirred at room temperature for 30 min. 1N Hydrochloric acid was added to the reactio... The reactants are CO, O=C(C1CS(=O)C1)N1CC2(C1)OCc1cc(C3=NOC(c4cc(Cl)c(F)c(Cl)c4)(C(F)(F)F)C3)ccc12, O. Yields the product O=C(C1CS(=O)(=O)C1)N1CC2(C1)OCc1cc(C3=NOC(c4cc(Cl)c(F)c(Cl)c4)(C(F)(F)F)C3)ccc12. As a reaction SMILES: [CH3:39][OH:40].[Cl:1][c:2]1[cH:3][c:4]([C:10]2([C:34]([F:35])([F:36])[F:37])[CH2:11][C:12]([c:15]3[cH:16][c:17]4[c:31]([cH:32][cH:33]3)[C:20]3([O:19][CH2:18]4)[CH2:21][N:22]([C:24](=[O:25])[CH:26]4[CH2:27][S:28](=[O:30])[CH2:29]4)[CH2:23]3)=[N:13][O:14]2)[cH:5][c:6]([Cl:9])[c:7]1[F:8].[OH2:38]>>[Cl:1][c:2]1[cH:3][c:4]([C:10]2([C:34]([F:35])([F:36])[F:37])[CH2:11][C:12]([c:15]3[cH:16][c:17]4[c:31]([cH:32][cH:33]3)[C:20]3([O:19][CH2:18]4)[CH2:21][N:22]([C:24](=[O:25])[CH:26]4[CH2:27][S:28](=[O:30])(=[O:38])[CH2:29]4)[CH2:23]3)=[N:13][O:14]2)[cH:5][c:6]([Cl:9])[c:7]1[F:8].